This data is from the Open Reaction Database (ORD), a public repository of structured organic reaction records. The task is: describe an organic reaction: reactants, conditions, products, and yield The reactants are C([O-])([O-])=O.[Na+].[Na+] (sodium carbonate), COC1=CC=C(C=C1)CN1CCC(CC1)C(O)(C1=CC=C(C=C1)CC)C1=CC=C(C=C1)CC (N-(4-methoxyphenylmethyl)-4-[bis(4-ethylphenyl)hydroxymethyl]piperidine), FC(C(=O)O)(F)F (trifluoroacetic acid), C(C)[SiH](CC)CC (triethylsilane). Reported procedure: To a stirred solution of 1.0 gram (0.002 mole) of N-(4-methoxyphenylmethyl)-4-[bis(4-ethylphenyl)hydroxymethyl]piperidine (prepared in the manner of Example 1) in 10 mL of methylene chloride was slowly added 1.1 mL (0.007 mole) of triethylsilane, followed by 1.0 mL (0.013 mole) of trifluoroacetic acid. The reaction mixture was then stirred at ambient temperature during a five hour period. After this time the reaction mixture was neutralized with solid sodium carbonate. The mixture was then parti... The solvent is C(Cl)Cl (methylene chloride). RXN SMILES: [CH3:1][O:2][C:3]1[CH:8]=[CH:7][C:6]([CH2:9][N:10]2[CH2:15][CH2:14][CH:13]([C:16]([C:26]3[CH:31]=[CH:30][C:29]([CH2:32][CH3:33])=[CH:28][CH:27]=3)([C:18]3[CH:23]=[CH:22][C:21]([CH2:24][CH3:25])=[CH:20][CH:19]=3)O)[CH2:12][CH2:11]2)=[CH:5][CH:4]=1.C([SiH](CC)CC)C.FC(F)(F)C(O)=O.C(=O)([O-])[O-].[Na+].[Na+]>C(Cl)Cl>[CH3:1][O:2][C:3]1[CH:4]=[CH:5][C:6]([CH2:9][N:10]2[CH2:15][CH2:14][CH:13]([CH:16]([C:18]3[CH:23]=[CH:22][C:21]([CH2:24][CH3:25])=[CH:20][CH:19]=3)[C:26]3[CH:31]=[CH:30][C:29]([CH2:32][CH3:33])=[CH:28][CH:27]=3)[CH2:12][CH2:11]2)=[CH:7][CH:8]=1 |f:3.4.5|. Reaction conditions: time 5 hour. Isolated yield 58.5%. Product: COC1=CC=C(C=C1)CN1CCC(CC1)C(C1=CC=C(C=C1)CC)C1=CC=C(C=C1)CC (N-(4-methoxyphenylmethyl)-4-[bis(4-ethylphenyl)methyl]piperidine). Reactants: [I-].[K+] (potassium iodide), CS(=O)(=O)OCCOC1=NNC2=NC=NC(=C21)NC2=CC(=C(C=C2)OC=2C=NC(=CC2)C)F (2-{[4-({3-fluoro-4-[(6-methylpyridin-3-yl)oxy]phenyl}amino)-1H-pyrazolo[3,4-d]pyrimidin-3-yl]oxy}ethyl methanesulfonate), N1CCCC1 (pyrrolidine). Yields the product FC=1C=C(C=CC1OC=1C=NC(=CC1)C)NC1=C2C(=NC=N1)NN=C2OCCN2CCCC2 (N-{3-fluoro-4-[(6-methylpyridin-3-yl)oxy]phenyl}-3-(2-pyrrolidin-1-ylethoxy)-1H-pyrazolo[3,4-d]pyrimidin-4-amine). The yield is 54.0%. Reaction SMILES: [I-].[K+].CS(O[CH2:8][CH2:9][O:10][C:11]1[C:19]2[C:14](=[N:15][CH:16]=[N:17][C:18]=2[NH:20][C:21]2[CH:26]=[CH:25][C:24]([O:27][C:28]3[CH:29]=[N:30][C:31]([CH3:34])=[CH:32][CH:33]=3)=[C:23]([F:35])[CH:22]=2)[NH:13][N:12]=1)(=O)=O.[NH:36]1[CH2:40][CH2:39][CH2:38][CH2:37]1>>[F:35][C:23]1[CH:22]=[C:21]([NH:20][C:18]2[N:17]=[CH:16][N:15]=[C:14]3[NH:13][N:12]=[C:11]([O:10][CH2:9][CH2:8][N:36]4[CH2:40][CH2:39][CH2:38][CH2:37]4)[C:19]=23)[CH:26]=[CH:25][C:24]=1[O:27][C:28]1[CH:29]=[N:30][C:31]([CH3:34])=[CH:32][CH:33]=1 |f:0.1|. Reported procedure: The procedure described in Example 23 was repeated (except that potassium iodide was not used) using 2-{[4-({3-fluoro-4-[(6-methylpyridin-3-yl)oxy]phenyl}amino)-1H-pyrazolo[3,4-d]pyrimidin-3-yl]oxy}ethyl methanesulfonate and pyrrolidine to give the title compound in 54% yield; NMR Spectrum: 1.67 (s, 4H), 2.45 (s, 3H), 2.54 (hidden by DMSO, 4H), 2.89 (t, 2H), 4.45 (t, 2H), 7.23 (m, 3H), 7.53 (dd, 1H), 8.01 (dd, 1H), 8.24 (d, 1H), 8.36 (s, 1H), 8.70 (br s, 1H); Mass Spectrum: 450 (MH+). Starting materials: OC1=CC=C(C(=O)O)C=C1 (p-hydroxybenzoic acid), C[C@H](C(=O)Cl)CCCCCCCC ((S)-2-methyldecanoylchloride). Reported procedure: Using p-hydroxybenzoic acid (3.25 g, 23.5 mmol) and (S)-2-methyldecanoylchloride (4.83 g, 23.6 mmol), the reaction was carried out in the same manner as described in Example 4, (1}, to give 2.35 g of the title compound as white crystals; mp. 92.5°-96.5° C. As a reaction SMILES: [OH:1][C:2]1[CH:10]=[CH:9][C:5]([C:6]([OH:8])=[O:7])=[CH:4][CH:3]=1.[CH3:11][C@@H:12]([CH2:16][CH2:17][CH2:18][CH2:19][CH2:20][CH2:21][CH2:22][CH3:23])[C:13](Cl)=[O:14]>>[CH3:11][C@@H:12]([CH2:16][CH2:17][CH2:18][CH2:19][CH2:20][CH2:21][CH2:22][CH3:23])[C:13]([O:1][C:2]1[CH:10]=[CH:9][C:5]([C:6]([OH:8])=[O:7])=[CH:4][CH:3]=1)=[O:14]. The product is C[C@H](C(=O)OC1=CC=C(C(=O)O)C=C1)CCCCCCCC ((S)-4-(2-Methyldecanoyloxy)benzoic acid). Isolated yield 32.6%. Reactants: CC(C)(C)c1ccc(CNCCNc2ccccc2)cc1, ClCCCl, O=C(O)c1cc(Cl)cc2cc[nH]c12, ClCCl, Cl. Product: CC(C)(C)c1ccc(CN(CCNc2ccccc2)C(=O)c2cc(Cl)cc3cc[nH]c23)cc1. RXN SMILES: [C:14]([CH3:15])([CH3:16])([CH3:17])[c:18]1[cH:19][cH:20][c:21]([CH2:22][NH:23][CH2:24][CH2:25][NH:26][c:27]2[cH:28][cH:29][cH:30][cH:31][cH:32]2)[cH:33][cH:34]1.[CH2:35]([Cl:36])[CH2:37][Cl:38].[Cl:1][c:2]1[cH:3][c:4]2[cH:5][cH:6][nH:7][c:8]2[c:9]([C:11](=[O:12])[OH:13])[cH:10]1.[Cl:40][CH2:41][Cl:42].[ClH:39]>>[Cl:1][c:2]1[cH:3][c:4]2[cH:5][cH:6][nH:7][c:8]2[c:9]([C:11](=[O:13])[N:23]([CH2:22][c:21]2[cH:20][cH:19][c:18]([C:14]([CH3:15])([CH3:16])[CH3:17])[cH:34][cH:33]2)[CH2:24][CH2:25][NH:26][c:27]2[cH:28][cH:29][cH:30][cH:31][cH:32]2)[cH:10]1. Reactants: ClC=1C=C(C=2N(N1)C=CN2)NC2=NC(=CC=C2)N2C(CCC2)C (6-chloro-N-(6-(2-methylpyrrolidin-1-yl)pyridin-2-yl)imidazo[1,2-b]pyridazin-8-amine), OCC=1C=C(C=CC1)B(O)O (3-(hydroxymethyl)phenylboronic acid), CC(C)C1=CC(=C(C(=C1)C(C)C)C2=C(C=CC=C2)P(C3CCCCC3)C4CCCCC4)C(C)C (X-phos), C(=O)([O-])[O-].[K+].[K+] (K2CO3). Reagents/catalysts: C=1C=CC(=CC1)/C=C/C(=O)/C=C/C2=CC=CC=C2.C=1C=CC(=CC1)/C=C/C(=O)/C=C/C2=CC=CC=C2.C=1C=CC(=CC1)/C=C/C(=O)/C=C/C2=CC=CC=C2.[Pd].[Pd] (Pd2dba3). Run in O1CCOCC1.O (dioxane water). Run at temperature 100 celsius, time 3 hour. The product is CC1N(CCC1)C1=CC=CC(=N1)NC=1C=2N(N=C(C1)C=1C=C(C=CC1)CO)C=CN2 ((3-(8-(6-(2-methylpyrrolidin-1-yl)pyridin-2-ylamino)imidazo[1,2-b]pyridazin-6-yl)phenyl)methanol). The yield is 49.3%. RXN SMILES: Cl[C:2]1[CH:3]=[C:4]([NH:11][C:12]2[CH:17]=[CH:16][CH:15]=[C:14]([N:18]3[CH2:22][CH2:21][CH2:20][CH:19]3[CH3:23])[N:13]=2)[C:5]2[N:6]([CH:8]=[CH:9][N:10]=2)[N:7]=1.[OH:24][CH2:25][C:26]1[CH:27]=[C:28](B(O)O)[CH:29]=[CH:30][CH:31]=1.CC(C1C=C(C(C)C)C(C2C=CC=CC=2P(C2CCCCC2)C2CCCCC2)=C(C(C)C)C=1)C.C([O-])([O-])=O.[K+].[K+]>O1CCOCC1.O.C1C=CC(/C=C/C(/C=C/C2C=CC=CC=2)=O)=CC=1.C1C=CC(/C=C/C(/C=C/C2C=CC=CC=2)=O)=CC=1.C1C=CC(/C=C/C(/C=C/C2C=CC=CC=2)=O)=CC=1.[Pd].[Pd]>[CH3:23][CH:19]1[CH2:20][CH2:21][CH2:22][N:18]1[C:14]1[N:13]=[C:12]([NH:11][C:4]2[C:5]3[N:6]([CH:8]=[CH:9][N:10]=3)[N:7]=[C:2]([C:30]3[CH:31]=[C:26]([CH2:25][OH:24])[CH:27]=[CH:28][CH:29]=3)[CH:3]=2)[CH:17]=[CH:16][CH:15]=1 |f:3.4.5,6.7,8.9.10.11.12|. Procedure details: A mixture of 6-chloro-N-(6-(2-methylpyrrolidin-1-yl)pyridin-2-yl)imidazo[1,2-b]pyridazin-8-amine (500 mg, 1.52 mmol), 3-(hydroxymethyl)phenylboronic acid (350 mg, 2.28 mmol), Pd2dba3 (100 mg, 0.15 mmol), X-phos (300 mg, 0.61 mmol) and K2CO3 (625 mg, 4.56 mmol) was dissolved in dioxane/water (50 mL/5 mL). The reaction mixture was degassed with bubbling nitrogen for 5 minutes then heated at 100° C. with stirring for 3 h, the solvent removed in vacuo, The residue purified by chromatography (silica ... Starting materials: CS(C)=O, NC1CCC(N)CC1, Cc1ncc(NCC2CCOCC2)nc1-c1cc(F)ncc1Cl. Product: Cc1ncc(NCC2CCOCC2)nc1-c1cc(NC2CCC(N)CC2)ncc1Cl. RXN SMILES: [CH3:32][S:33]([CH3:34])=[O:35].[CH:24]1([NH2:31])[CH2:25][CH2:26][CH:27]([NH2:30])[CH2:28][CH2:29]1.[Cl:1][c:2]1[c:3](-[c:9]2[c:10]([CH3:23])[n:11][cH:12][c:13]([NH:15][CH2:16][CH:17]3[CH2:18][CH2:19][O:20][CH2:21][CH2:22]3)[n:14]2)[cH:4][c:5]([F:8])[n:6][cH:7]1>>[Cl:1][c:2]1[c:3](-[c:9]2[c:10]([CH3:23])[n:11][cH:12][c:13]([NH:15][CH2:16][CH:17]3[CH2:18][CH2:19][O:20][CH2:21][CH2:22]3)[n:14]2)[cH:4][c:5]([NH:30][CH:27]2[CH2:26][CH2:25][CH:24]([NH2:31])[CH2:29][CH2:28]2)[n:6][cH:7]1. The reactants are CON=C(CO)CC1=C(C=C(C=C1Cl)Cl)Cl (1-hydroxy-3-(2,4,6-trichloro-phenyl)-propan-2-one O-methyl-oxime), C(C)N(CC)S(F)(F)F (diethylaminosulfur trifluoride). Run in ClCCl (dichloromethane), ClCCl (dichloromethane). Conditions: temperature 20 celsius, time 2 hour. The product is CON=C(CF)CC1=C(C=C(C=C1Cl)Cl)Cl (1-fluoro-3-(2,4,6-trichloro-phenyl)-propan-2-one O-methyl-oxime). Yield: 111.1%. As a reaction SMILES: [CH3:1][O:2][N:3]=[C:4]([CH2:7][C:8]1[C:13]([Cl:14])=[CH:12][C:11]([Cl:15])=[CH:10][C:9]=1[Cl:16])[CH2:5]O.C(N(S(F)(F)[F:23])CC)C>ClCCl>[CH3:1][O:2][N:3]=[C:4]([CH2:7][C:8]1[C:13]([Cl:14])=[CH:12][C:11]([Cl:15])=[CH:10][C:9]=1[Cl:16])[CH2:5][F:23]. Procedure details: To a stirred brown suspension of 1-hydroxy-3-(2,4,6-trichloro-phenyl)-propan-2-one O-methyl-oxime (33 g; 117 mmol) in dichloromethane (235 ml) at −20° C. under nitrogen was added dropwise a solution of diethylaminosulfur trifluoride (16 ml; 123 mmol) in dichloromethane (62 ml). During addition, temperature rose to −10° C. The mixture turned to a brown orange solution which was allowed to warm at 20° C. and was stirred for 2 hours. The organic solution was washed with saturated hydrogen carbonate...